Dataset: the Open Reaction Database (ORD), a public repository of structured organic reaction records. Task: describe an organic reaction: reactants, conditions, products, and yield Reactants: [Si](C1=CC=CC=C1)(C1=CC=CC=C1)(C(C)(C)C)OC[C@H]1[C@H](C[C@@H]2OC(C[C@@H]21)=O)F ((3aR,4S,5S,6aS)-4-((tert-butyldiphenylsilyloxy)methyl)-5-fluorohexahydro-2H-cyclopenta[b]furan-2-one), CC(C)C[AlH]CC(C)C (DIBAL-H). Solvent: C1CCOC1 (THF). Conditions: temperature -78 celsius, time 2 hour. The product is [Si](C1=CC=CC=C1)(C1=CC=CC=C1)(C(C)(C)C)OC[C@H]1[C@H](C[C@@H]2OC(C[C@@H]21)O)F ((3aR,4S,5S,6aS)-4-((tert-butyldiphenylsilyloxy)methyl)-5-fluorohexahydro-2H-cyclopenta[b]furan-2-ol). Isolated yield 97.1%. As a reaction SMILES: [Si:1]([O:18][CH2:19][C@@H:20]1[C@@H:27]2[C@@H:23]([O:24][C:25](=[O:28])[CH2:26]2)[CH2:22][C@@H:21]1[F:29])([C:14]([CH3:17])([CH3:16])[CH3:15])([C:8]1[CH:13]=[CH:12][CH:11]=[CH:10][CH:9]=1)[C:2]1[CH:7]=[CH:6][CH:5]=[CH:4][CH:3]=1.CC(C[AlH]CC(C)C)C>C1COCC1>[Si:1]([O:18][CH2:19][C@@H:20]1[C@@H:27]2[C@@H:23]([O:24][CH:25]([OH:28])[CH2:26]2)[CH2:22][C@@H:21]1[F:29])([C:14]([CH3:16])([CH3:17])[CH3:15])([C:8]1[CH:13]=[CH:12][CH:11]=[CH:10][CH:9]=1)[C:2]1[CH:7]=[CH:6][CH:5]=[CH:4][CH:3]=1. Reported procedure: To a stirring solution consisting of (3aR,4S,5S,6aS)-4-((tert-butyldiphenylsilyloxy)methyl)-5-fluorohexahydro-2H-cyclopenta[b]furan-2-one (prepared in Step A, 26.6 g, 64.6 mmol) in anhydrous THF (1 L) cooled to −78° C. was added DIBAL-H (1 M solution in THF; 200 mL) dropwise. The reaction mixture was stirred at −78° C. and reaction progress was monitored by TLC. After 2 hours, the reaction mixture was quenched by the addition of 2:1 THF-water at −78° C. and the reaction mixture was allowed to wa... Reactants: [Br-], O=C(C=Cc1cc(Br)ccc1OCc1ccccc1)N1C(=O)OCC1c1ccccc1, CSC, Cl[Cu], C1CCOC1, [Mg+]c1ccccc1. Product: O=C(CC(c1ccccc1)c1cc(Br)ccc1OCc1ccccc1)N1C(=O)OCC1c1ccccc1. Reaction SMILES: [Br-:4].[CH2:12]([c:13]1[cH:14][cH:15][cH:16][cH:17][cH:18]1)[O:19][c:20]1[c:21]([CH:27]=[CH:28][C:29](=[O:30])[N:31]2[C:32](=[O:42])[O:33][CH2:34][CH:35]2[c:36]2[cH:37][cH:38][cH:39][cH:40][cH:41]2)[cH:22][c:23]([Br:26])[cH:24][cH:25]1.[CH3:1][S:2][CH3:3].[Cu:48][Cl:49].[O:43]1[CH2:44][CH2:45][CH2:46][CH2:47]1.[c:5]1([Mg+:11])[cH:6][cH:7][cH:8][cH:9][cH:10]1>>[c:5]1([CH:27]([c:21]2[c:20]([O:19][CH2:12][c:13]3[cH:14][cH:15][cH:16][cH:17][cH:18]3)[cH:25][cH:24][c:23]([Br:26])[cH:22]2)[CH2:28][C:29](=[O:30])[N:31]2[C:32](=[O:42])[O:33][CH2:34][CH:35]2[c:36]2[cH:37][cH:38][cH:39][cH:40][cH:41]2)[cH:6][cH:7][cH:8][cH:9][cH:10]1. The reactants are CCCCCCN, C1CCC2=NCCCN2CC1, O=C(Nc1cccc2cnccc12)C(Cl)(Cl)Cl. Yields the product CCCCCCNC(=O)Nc1cccc2cnccc12. RXN SMILES: [CH2:1]([CH2:2][CH2:3][CH2:4][CH2:5][CH3:6])[NH2:7].[CH2:25]1[CH2:26][CH2:27][C:28]2=[N:33][CH2:32][CH2:31][CH2:30][N:29]2[CH2:34][CH2:35]1.[Cl:8][C:9]([C:10](=[O:11])[NH:12][c:13]1[c:14]2[cH:15][cH:16][n:17][cH:18][c:19]2[cH:20][cH:21][cH:22]1)([Cl:23])[Cl:24]>>[CH2:1]([CH2:2][CH2:3][CH2:4][CH2:5][CH3:6])[NH:7][C:10](=[O:11])[NH:12][c:13]1[c:14]2[cH:15][cH:16][n:17][cH:18][c:19]2[cH:20][cH:21][cH:22]1. The reactants are ClC1=CN=NC2=CC=C(C=C12)Cl (4,6-dichlorocinnoline), FC1=C(N)C=C(C(=C1)C)O (2-fluoro-5-hydroxy-4-methylaniline). The reagents and catalysts are Cl (hydrogen chloride). Solvent: CC(CCC)O (2-pentanol). Yields the product Cl.ClC=1C=C2C(=CN=NC2=CC1)NC1=C(C=C(C(=C1)O)C)F (6-chloro-4-(2-fluoro-5-hydroxy-4-methylanilino)cinnoline hydrochloride). The yield is 95.8%. RXN SMILES: [Cl:1][C:2]1[C:11]2[C:6](=[CH:7][CH:8]=[C:9]([Cl:12])[CH:10]=2)[N:5]=[N:4][CH:3]=1.[F:13][C:14]1[CH:20]=[C:19]([CH3:21])[C:18]([OH:22])=[CH:17][C:15]=1[NH2:16]>CC(O)CCC.Cl>[ClH:1].[Cl:12][C:9]1[CH:10]=[C:11]2[C:6](=[CH:7][CH:8]=1)[N:5]=[N:4][CH:3]=[C:2]2[NH:16][C:15]1[CH:17]=[C:18]([OH:22])[C:19]([CH3:21])=[CH:20][C:14]=1[F:13] |f:4.5|. Procedure: A solution of 4,6-dichlorocinnoline (200 mg, 1 mmol) and 2-fluoro-5-hydroxy-4-methylaniline (169 mg, 1.2 mmol), (prepared as described for the starting material in Example 11), in 2-pentanol (4 ml) containing 7M isopropanolic hydrogen chloride (2 drops) was heated at reflux for 45 minutes. After cooling the solid was filtered off, washed with isopropanol followed by ether to give 6-chloro-4-(2-fluoro-5-hydroxy-4-methylanilino)cinnoline hydrochloride (326 mg, 95%). Starting materials: Cl (HCl), C1(CCCCC1)N=C=NC1CCCCC1 (dicyclohexylcarbodiimide), ON1N=NC2=C1C=CC=C2 (1-hydroxybenzotriazole), N1[C@H](C(=O)N[C@@H](C)C(=O)OCC2=CC=CC=C2)CCC1 (Pro-Ala-OBzl), N1[C@H](C(=O)N[C@@H](C)C(=O)OCC2=CC=CC=C2)CCC1 (Pro-Ala-OBzl), N([C@@H](CCCNC(NS(=O)(=O)C1=CC=C(C)C=C1)=N)C(=O)O)C(=O)OC(C)(C)C (Boc-Arg(Tos)-OH), Cl (HCl). Run in C(Cl)(Cl)Cl.CO (chloroform methanol), O1CCCC1 (tetrahydrofuran), O1CCCC1 (tetrahydrofuran). Conditions: temperature 0 celsius, time 6 hour. Product: N([C@@H](CCCNC(NS(=O)(=O)C1=CC=C(C)C=C1)=N)C(=O)N1[C@H](C(=O)N[C@@H](C)C(=O)OCC2=CC=CC=C2)CCC1)C(=O)OC(C)(C)C (Boc-Arg(Tos)-Pro-Ala-OBzl). Isolated yield 75.6%. Reaction SMILES: Cl.[NH:2]1[CH2:21][CH2:20][CH2:19][C@H:3]1[C:4]([NH:6][C@H:7]([C:9]([O:11][CH2:12][C:13]1[CH:18]=[CH:17][CH:16]=[CH:15][CH:14]=1)=[O:10])[CH3:8])=[O:5].[NH:22]([C:44]([O:46][C:47]([CH3:50])([CH3:49])[CH3:48])=[O:45])[C@H:23]([C:41](O)=[O:42])[CH2:24][CH2:25][CH2:26][NH:27][C:28](=[NH:40])[NH:29][S:30]([C:33]1[CH:39]=[CH:38][C:36]([CH3:37])=[CH:35][CH:34]=1)(=[O:32])=[O:31].ON1C2C=CC=CC=2N=N1.C1(N=C=NC2CCCCC2)CCCCC1>O1CCCC1.C(Cl)(Cl)Cl.CO>[NH:22]([C:44]([O:46][C:47]([CH3:50])([CH3:49])[CH3:48])=[O:45])[C@H:23]([C:41]([N:2]1[CH2:21][CH2:20][CH2:19][C@H:3]1[C:4]([NH:6][C@H:7]([C:9]([O:11][CH2:12][C:13]1[CH:14]=[CH:15][CH:16]=[CH:17][CH:18]=1)=[O:10])[CH3:8])=[O:5])=[O:42])[CH2:24][CH2:25][CH2:26][NH:27][C:28](=[NH:40])[NH:29][S:30]([C:33]1[CH:39]=[CH:38][C:36]([CH3:37])=[CH:35][CH:34]=1)(=[O:32])=[O:31] |f:6.7|. Procedure: At 0° C. the solution of 72 mg (0.231 mmol) of HCl.Pro-Ala-OBzl in 15 ml of anhydrous tetrahydrofuran was adjusted to pH 9, to which the pre-cold solution of 100 mg (0.234 mmol) of Boc-Arg(Tos)-OH, 31 mg (0.230 mmol) of 1-hydroxybenzotriazole and 48 mg (0.233 mmol) of dicyclohexylcarbodiimide in 20 ml of anhydrous tetrahydrofuran was added. The reaction mixture was stirred at 0° C. for 2 h and at room temperature for 6 h and TLC (chloroform/methanol, 30:1) indicated complete disappearance of HCl... Reactants: COC(=O)c1ccc2c(c1)OCCn1cc(C#N)nc1-2, O=C([O-])[O-], CS(C)=O, [K+], [K+], O, OO. Product: COC(=O)c1ccc2c(c1)OCCn1cc(C(N)=O)nc1-2. Reaction SMILES: [C:1](#[N:2])[c:3]1[n:4][c:5]2[n:6]([cH:20]1)[CH2:7][CH2:8][O:9][c:10]1[c:11]-2[cH:12][cH:13][c:14]([C:16](=[O:17])[O:18][CH3:19])[cH:15]1.[C:21]([O-:22])(=[O:23])[O-:24].[CH3:29][S:30]([CH3:31])=[O:32].[K+:25].[K+:26].[OH2:33].[OH:27][OH:28]>>[C:1]([NH2:2])([c:3]1[n:4][c:5]2[n:6]([cH:20]1)[CH2:7][CH2:8][O:9][c:10]1[c:11]-2[cH:12][cH:13][c:14]([C:16](=[O:17])[O:18][CH3:19])[cH:15]1)=[O:22]. Starting materials: C(CCCCCCCCCCC)N (dodecylamine), CC1=CC=C2C(CCOC2=C1N=C=O)=O (7-methyl-4-chromanon-8-ylisocyanate). Run in C(C)(=O)OCC (ethyl acetate). Conditions: time 12 hour. The product is C(CCCCCCCCCCC)NC(=O)NC=1C(=CC=C2C(CCOC12)=O)C (1-Dodecyl-3-(7-methyl-4-chromanon-8-yl)urea). Isolated yield 78.4%. RXN SMILES: [CH2:1]([NH2:13])[CH2:2][CH2:3][CH2:4][CH2:5][CH2:6][CH2:7][CH2:8][CH2:9][CH2:10][CH2:11][CH3:12].[CH3:14][C:15]1[C:24]([N:25]=[C:26]=[O:27])=[C:23]2[C:18]([C:19](=[O:28])[CH2:20][CH2:21][O:22]2)=[CH:17][CH:16]=1>C(OCC)(=O)C>[CH2:1]([NH:13][C:26]([NH:25][C:24]1[C:15]([CH3:14])=[CH:16][CH:17]=[C:18]2[C:23]=1[O:22][CH2:21][CH2:20][C:19]2=[O:28])=[O:27])[CH2:2][CH2:3][CH2:4][CH2:5][CH2:6][CH2:7][CH2:8][CH2:9][CH2:10][CH2:11][CH3:12]. Procedure details: 95 mg of dodecylamine was added to a solution of 100 mg of 7-methyl-4-chromanon-8-ylisocyanate in 5 ml of ethyl acetate, and the mixture was stirred at room temperature for 12 hr. The solvent was removed by distillation under reduced pressure, and the residue was recrystallized from ethyl acetate to afford 150 mg of the intended title compound. Starting materials: F[B-](F)(F)F, CC(C)(C)OC(=O)COCC(N)c1nc2cc(Cl)ccc2[nH]1, Cc1cc(C(=O)O)ccc1C(=O)N1CCCC1, CO, CCN(C(C)C)C(C)C, Cl, ClCCl, C1CCOC1, CN(C)C(On1nnc2ccccc21)=[N+](C)C. The product is Cc1cc(C(=O)NC(COCC(=O)OC(C)(C)C)c2nc3cc(Cl)ccc3[nH]2)ccc1C(=O)N1CCCC1. RXN SMILES: [B-:18]([F:19])([F:20])([F:21])[F:22].[C:49]([CH3:50])([CH3:51])([CH3:52])[O:53][C:54](=[O:55])[CH2:56][O:57][CH2:58][CH:59]([c:60]1[n:61][c:62]2[c:63]([nH:64]1)[cH:65][cH:66][c:67]([Cl:69])[cH:68]2)[NH2:70].[CH3:1][c:2]1[cH:3][c:4]([C:5](=[O:6])[OH:7])[cH:8][cH:9][c:10]1[C:11](=[O:12])[N:13]1[CH2:14][CH2:15][CH2:16][CH2:17]1.[CH3:77][OH:78].[CH:40]([N:41]([CH:42]([CH3:43])[CH3:44])[CH2:45][CH3:46])([CH3:47])[CH3:48].[Cl:71].[Cl:79][CH2:80][Cl:81].[O:72]1[CH2:73][CH2:74][CH2:75][CH2:76]1.[n:23]1([O:24][C:25]([N:26]([CH3:27])[CH3:28])=[N+:29]([CH3:30])[CH3:31])[c:32]2[cH:33][cH:34][cH:35][cH:36][c:37]2[n:38][n:39]1>>[CH3:1][c:2]1[cH:3][c:4]([C:5](=[O:7])[NH:70][CH:59]([CH2:58][O:57][CH2:56][C:54]([O:53][C:49]([CH3:50])([CH3:51])[CH3:52])=[O:55])[c:60]2[n:61][c:62]3[c:63]([nH:64]2)[cH:65][cH:66][c:67]([Cl:69])[cH:68]3)[cH:8][cH:9][c:10]1[C:11](=[O:12])[N:13]1[CH2:14][CH2:15][CH2:16][CH2:17]1. Reactants: Oc1cc2onc(-c3ccccc3F)c2cc1Br, CCOC(=O)CBr, O=C([O-])[O-], CCC(C)=O, [K+], [K+]. Yields the product CCOC(=O)COc1cc2onc(-c3ccccc3F)c2cc1Br. RXN SMILES: [Br:1][c:2]1[c:3]([OH:18])[cH:4][c:5]2[c:6]([c:7](-[c:10]3[c:11]([F:16])[cH:12][cH:13][cH:14][cH:15]3)[n:8][o:9]2)[cH:17]1.[Br:25][CH2:26][C:27](=[O:28])[O:29][CH2:30][CH3:31].[C:19](=[O:20])([O-:21])[O-:22].[CH3:32][C:33](=[O:34])[CH2:35][CH3:36].[K+:23].[K+:24]>>[Br:1][c:2]1[c:3]([O:18][CH2:26][C:27](=[O:28])[O:29][CH2:30][CH3:31])[cH:4][c:5]2[c:6]([c:7](-[c:10]3[c:11]([F:16])[cH:12][cH:13][cH:14][cH:15]3)[n:8][o:9]2)[cH:17]1.